From a dataset of the Open Reaction Database (ORD), a public repository of structured organic reaction records. describe an organic reaction: reactants, conditions, products, and yield The reactants are C(C)C(C(=O)O)(CC(=O)O)CC (2,2-diethylsuccinic acid), FC=1C=C2C=CC(=NC2=CC1F)COC=1C=C(N)C=CC1 (3-(6,7-difluoro-2-quinolinylmethoxy)aniline). Product: FC=1C=C2C=CC(=NC2=CC1F)COC=1C=C(C=CC1)NC(CC(C(=O)O)(CC)CC)=O (4-[3-(6,7-difluoro-2-quinolinylmethoxy)phenylamino]-2,2-diethyl-4-oxobutanoic acid). RXN SMILES: [CH2:1]([C:3]([CH2:11][CH3:12])([CH2:7][C:8]([OH:10])=O)[C:4]([OH:6])=[O:5])[CH3:2].[F:13][C:14]1[CH:15]=[C:16]2[C:21](=[CH:22][C:23]=1[F:24])[N:20]=[C:19]([CH2:25][O:26][C:27]1[CH:28]=[C:29]([CH:31]=[CH:32][CH:33]=1)[NH2:30])[CH:18]=[CH:17]2>>[F:13][C:14]1[CH:15]=[C:16]2[C:21](=[CH:22][C:23]=1[F:24])[N:20]=[C:19]([CH2:25][O:26][C:27]1[CH:28]=[C:29]([NH:30][C:8](=[O:10])[CH2:7][C:3]([CH2:1][CH3:2])([CH2:11][CH3:12])[C:4]([OH:6])=[O:5])[CH:31]=[CH:32][CH:33]=1)[CH:18]=[CH:17]2. Reported procedure: Analogously to Example 3, the title compound is prepared from 2,2-diethylsuccinic acid and 3-(6,7-difluoro-2-quinolinylmethoxy)aniline. It is obtained in the form of a white solid; 1H-NMR, 200 MHz, DMSO, delta (ppm)=9.90 (s, 1H), 8.42 (d, 1H), 8.10 (m, 2H), 7.70 (d, 1H), 7.45 (m, 1H), 7.07 (m, 2H), 6.73 (d, 1H), 5.35 (s, 2H), 2.58 (s, 2H), 1.80 (m, 4H), 0.80 (t, 6H).